Dataset: the Open Reaction Database (ORD), a public repository of structured organic reaction records. Task: describe an organic reaction: reactants, conditions, products, and yield The reactants are O (water), CI (Methyl iodide), BrC1=CC(=C(C(=O)O)C=C1)C (4-bromo-2-methylbenzoic acid), C([O-])([O-])=O.[K+].[K+] (potassium carbonate). The solvent is CN(C=O)C (dimethylformamide). Reaction conditions: time 18 hour. Product: BrC1=CC(=C(C(=O)OC)C=C1)C (methyl 4-bromo-2-methylbenzoate). The yield is 79.0%. Reaction SMILES: CI.[Br:3][C:4]1[CH:12]=[CH:11][C:7]([C:8]([OH:10])=[O:9])=[C:6]([CH3:13])[CH:5]=1.[C:14](=O)([O-])[O-].[K+].[K+].O>CN(C)C=O>[Br:3][C:4]1[CH:12]=[CH:11][C:7]([C:8]([O:10][CH3:14])=[O:9])=[C:6]([CH3:13])[CH:5]=1 |f:2.3.4|. Procedure details: Methyl iodide (10.0 mL, 160 mmol) was added to a mixture of 4-bromo-2-methylbenzoic acid (25.0 g, 116 mmol) and potassium carbonate (20.0 g, 145 mmol) in anhydrous dimethylformamide (75 mL) at room temperature under a nitrogen atmosphere and stirred for 18 h. The mixture was poured into water and extracted with ethyl acetate (3×50 mL). The organic phases were combined, washed with copper sulfate solution (50 mL) and brine (50 mL), dried and evaporated. Purification by column chromatography on si... The reactants are BrC=1C=C(OCCC(C)(O)C)C=CC1 (4-(3-bromo-phenoxy)-2-methyl-butan-2-ol), [Cl-].[Al+3].[Cl-].[Cl-] (aluminum chloride), Cl (HCl), ice water. Solvent: [N+](=O)([O-])C (nitromethane), [N+](=O)([O-])C (nitromethane). Run at time 2 hour. Yields the product BrC1=CC=C2C(CCOC2=C1)(C)C (7-bromo4,4-dimethyl-chroman). The yield is 87.2%. RXN SMILES: [Br:1][C:2]1[CH:3]=[C:4]([CH:12]=[CH:13][CH:14]=1)[O:5][CH2:6][CH2:7][C:8]([CH3:11])(O)[CH3:9].[Cl-].[Al+3].[Cl-].[Cl-].Cl>[N+](C)([O-])=O>[Br:1][C:2]1[CH:3]=[C:4]2[C:12]([C:8]([CH3:11])([CH3:9])[CH2:7][CH2:6][O:5]2)=[CH:13][CH:14]=1 |f:1.2.3.4|. Reported procedure: A solution of 4-(3-bromo-phenoxy)-2-methyl-butan-2-ol (5.741 g, 22.2 mmole) in 45 mL of nitromethane was added dropwise to a suspension of aluminum chloride (4.019 g, 30.1 mmole) in 45 mL of nitromethane. The reaction mixture was stirred at room temperature for two hours and then poured onto 300 mL of ice-water. The pH was adjusted to 2.0 with 10% HCl and the product was extracted with three 100 mL portions of ether. The combined organic extracts were dried over MgSO4, filtered and concentrated ... Reported procedure: A solution of 3-bromo-chroman-4-one (2.5 g) and benzydamine hydrochloride (1.7 g) in dry ethanol (25 ml) was refluxed for 6 hours in the presence of DBU (1.7 g). The reaction mixture was cooled, then evaporated to dryness and the residue was partitioned between ethyl acetate and a diluted hydrochloric acid aqueous solution. The organic layer was washed with a diluted sodium carbonate aqueous solution, with water, dried and evaporated to dryness to give the crude title compound. This was purified... Run in C(C)O (ethanol). Yields the product OC1=C(C=CC=C1)C1=NC(=NC=C1)C1=CC=CC=C1 (4-(2-Hydroxyphenyl)-2-phenyl-pyrimidine). Reactants: BrC1COC2=CC=CC=C2C1=O (3-bromo-chroman-4-one), CN(C)CCCOC=1C=2C=CC=CC2N(N1)CC=3C=CC=CC3.Cl (benzydamine hydrochloride), C1CCC2=NCCCN2CC1 (DBU). Reaction SMILES: Br[CH:2]1C(=O)C2C(=CC=CC=2)[O:4][CH2:3]1.CN(CCCO[C:20]1[C:21]2[CH:22]=[CH:23][CH:24]=[CH:25][C:26]=2[N:27]([CH2:29][C:30]2[CH:31]=[CH:32][CH:33]=[CH:34][CH:35]=2)[N:28]=1)C.Cl.C1CCN2C(=NCCC2)CC1>C(O)C>[OH:4][C:3]1[CH:2]=[CH:22][CH:23]=[CH:24][C:25]=1[C:26]1[CH:21]=[CH:20][N:28]=[C:29]([C:30]2[CH:35]=[CH:34][CH:33]=[CH:32][CH:31]=2)[N:27]=1 |f:1.2|. Reactants: C1CCOC1, COC(=O)c1ccc2c(C(C)=O)c[nH]c2c1. Product: CCc1c[nH]c2cc(C(=O)OC)ccc12. As a reaction SMILES: [CH2:17]1[O:18][CH2:19][CH2:20][CH2:21]1.[CH3:1][O:2][C:3](=[O:4])[c:5]1[cH:6][cH:7][c:8]2[c:9]([C:14]([CH3:15])=[O:16])[cH:10][nH:11][c:12]2[cH:13]1>>[CH3:1][O:2][C:3](=[O:4])[c:5]1[cH:6][cH:7][c:8]2[c:9]([CH2:14][CH3:15])[cH:10][nH:11][c:12]2[cH:13]1. Reactants: C1([C@]2(C(C[C@@H]1CC2)=O)CS(O)(=O)=O)(C)C, c1c(nn2c1c(nc(c2)c1cnn(c1)C)O)C(=O)O. Reagents/catalysts: c1ccc(cc1)-c2c3ccccc3cc4ccccc24 (9-Phenylanthracene). Solvent: CC(=O)O (AcOH). Reaction conditions: temperature 150 celsius, time 18 hour. Yields the product Cn1cc(cn1)c2cn3nccc3c(O)n2. As a reaction SMILES: [CH3:1][n:2]1[n:6][cH:5][c:4]([c:7]2[n:16][c:14]([OH:15])[c:13]([n:9]3[cH:8]2)[cH:12][c:11](C(O)=O)[n:10]3)[cH:3]1>>[CH3:1][n:2]1[n:6][cH:5][c:4]([c:7]2[n:16][c:14]([OH:15])[c:13]([n:9]3[cH:8]2)[cH:12][cH:11][n:10]3)[cH:3]1. Starting materials: CC(=O)O, Cl, CCOC(=O)c1cn2c3c(c(F)c(F)c(N)c3c1=O)CCN2C, O. Yields the product CN1CCc2c(F)c(F)c(N)c3c(=O)c(C(=O)O)cn1c23. Reaction SMILES: [CH3:24][C:25](=[O:26])[OH:27].[ClH:28].[F:1][c:2]1[c:3]2[c:8]3[n:7]([cH:16][c:15]([C:17](=[O:18])[O:19][CH2:20][CH3:21])[c:14](=[O:22])[c:9]3[c:10]([NH2:13])[c:11]1[F:12])[N:6]([CH3:23])[CH2:5][CH2:4]2.[OH2:29]>>[F:1][c:2]1[c:3]2[c:8]3[n:7]([cH:16][c:15]([C:17](=[O:18])[OH:19])[c:14](=[O:22])[c:9]3[c:10]([NH2:13])[c:11]1[F:12])[N:6]([CH3:23])[CH2:5][CH2:4]2. Reactants: C12C(C3CC(CC(C1)C3)C2)=O (adamantanone), O.C(Cl)Cl (water methylene chloride), C(CCC)[Li] (n-butyllithium), ClC1=C(CN2N=CN=C2)C=CC=C1 (1-(2-chlorobenzyl)-1,2,4-triazole), CN(CCN(C)C)C (N,N,N',N'-tetramethylethylenediamine). Run in O1CCCC1 (tetrahydrofuran), CCCCCC (hexane), O1CCCC1 (tetrahydrofuran). Conditions: time 2 hour. The product is ClC1=C(C=CC=C1)CC=1N(N=CN1)C12C(C3CC(CC(C1)C3)C2)O (2-Chlorophenyl-2-(2-hydroxyadamantyl)-1-(1,2,4-triazolyl)-methane). RXN SMILES: [CH2:1]([Li])[CH2:2][CH2:3][CH3:4].ClC1C=CC=CC=1C[N:10]1[CH:14]=[N:13][CH:12]=[N:11]1.CN(C)[CH2:21][CH2:22]N(C)C.[CH:27]12[CH2:36][CH:31]3[CH2:32][CH:33]([CH2:35][CH:29]([CH2:30]3)[C:28]1=[O:37])[CH2:34]2.O.[CH2:39]([Cl:41])Cl>CCCCCC.O1CCCC1>[Cl:41][C:39]1[CH:4]=[CH:3][CH:2]=[CH:1][C:21]=1[CH2:22][C:14]1[N:10]([C:27]23[CH2:36][CH:31]4[CH2:32][CH:33]([CH2:35][CH:29]([CH2:30]4)[CH:28]2[OH:37])[CH2:34]3)[N:11]=[CH:12][N:13]=1 |f:4.5|. Procedure: 66 ml (100 mmol) of n-butyllithium in hexane were added dropwise, at -78° C., to a solution of 9,7 g (50 mmol) of 1-(2-chlorobenzyl)-1,2,4-triazole and 6 g (50 mmol) of N,N,N',N'-tetramethylethylenediamine in 100 ml of tetrahydrofuran, stirring was carried out for a further half an hour at this temperature and 7.5 g (50 mmol) of adamantanone in tetrahydrofuran were then added so that -70° C. was not exceeded. The reaction mixture was kept at -78° C. for a further 2 hours and then allowed to warm... Starting materials: ClC=1C=CC(=C(C1)C1(C(NC2=CC(=CC=C12)C(F)(F)F)=O)O)OCC1=CC=C(C=C1)C(F)(F)F ((±)-3-[5-chloro-2-[4-(trifluoromethyl)phenyl-methoxy]phenyl]-1,3-dihydro-3-hydroxy-6-(trifluoromethyl)-2H-indole-2-one), C(C)N(CC)S(F)(F)F (diethylaminosulfur trifluoride). Run in C(Cl)Cl (CH2Cl2). The product is ClC=1C=CC(=C(C1)C1(C(NC2=CC(=CC=C12)C(F)(F)F)=O)F)OCC1=CC=C(C=C1)C(F)(F)F ((±)-3-[5chloro-2-[4-(trifluoromethyl)phenylmethoxy]phenyl]-1,3-dihydro-3-fluoro-6-(trifluoromethyl)-2H-indole-2-one). Isolated yield 77.2%. Reaction SMILES: [Cl:1][C:2]1[CH:3]=[CH:4][C:5]([O:23][CH2:24][C:25]2[CH:30]=[CH:29][C:28]([C:31]([F:34])([F:33])[F:32])=[CH:27][CH:26]=2)=[C:6]([C:8]2(O)[C:16]3[C:11](=[CH:12][C:13]([C:17]([F:20])([F:19])[F:18])=[CH:14][CH:15]=3)[NH:10][C:9]2=[O:21])[CH:7]=1.C(N(S(F)(F)[F:41])CC)C>C(Cl)Cl>[Cl:1][C:2]1[CH:3]=[CH:4][C:5]([O:23][CH2:24][C:25]2[CH:30]=[CH:29][C:28]([C:31]([F:34])([F:33])[F:32])=[CH:27][CH:26]=2)=[C:6]([C:8]2([F:41])[C:16]3[C:11](=[CH:12][C:13]([C:17]([F:20])([F:19])[F:18])=[CH:14][CH:15]=3)[NH:10][C:9]2=[O:21])[CH:7]=1. Procedure details: To a suspension of (±)-3-[5-chloro-2-[4-(trifluoromethyl)phenyl-methoxy]phenyl]-1,3-dihydro-3-hydroxy-6-(trifluoromethyl)-2H-indole-2-one (Preparation 6, 45 mg, 0.09 mmol) in CH2Cl2 (3 mL), was added dropwise neat diethylaminosulfur trifluoride (0.018 mL, 0.135 mmol) at −78° C. The reaction mixture was warmed to room temperature for 15 minutes and then quenched with water. The organic layer was separated, washed with water, dried over MgSO4 and filtered. The filtrate was concentrated in vacuo to... Reactants: CC(C)(C)C(=O)Cl, COC(=O)c1ncnc(O)c1O, c1ccncc1. Product: COC(=O)c1ncnc(O)c1OC(=O)C(C)(C)C. RXN SMILES: [C:1]([C:2]([CH3:3])([CH3:4])[CH3:5])(=[O:6])[Cl:7].[OH:8][c:9]1[c:10]([C:16](=[O:17])[O:18][CH3:19])[n:11][cH:12][n:13][c:14]1[OH:15].[cH:20]1[cH:21][cH:22][n:23][cH:24][cH:25]1>>[C:1]([C:2]([CH3:3])([CH3:4])[CH3:5])(=[O:6])[O:8][c:9]1[c:10]([C:16](=[O:17])[O:18][CH3:19])[n:11][cH:12][n:13][c:14]1[OH:15].